Dataset: the Open Reaction Database (ORD), a public repository of structured organic reaction records. Task: describe an organic reaction: reactants, conditions, products, and yield Starting materials: C(C)(C)(C)C1=CC=C(C=C1)S(=O)(=O)N1CC2=C(NC3=C1C(=CC=C3)C)N=C(C=C2)C(F)(F)F (6-[(4-tert-butylphenyl)-sulfonyl]-7-methyl-2-(trifluoromethyl)-6,11-dihydro-5H-pyrido[2,3-b][1,5]benzodiazepine), C1CC(=O)N(C1=O)Br (NBS). Solvent: ClCCl (dichloromethane), C(C)#N (acetonitrile). Run at temperature 5 celsius, time 12 hour. Product: BrC=1C=CC2=C(N(CC3=C(N2)N=C(C=C3)C(F)(F)F)S(=O)(=O)C3=CC=C(C=C3)C(C)(C)C)C1C (8-Bromo-6-[(4-tert-butylphenyl)sulfonyl]-7-methyl-2-(trifluoromethyl)-6,11-dihydro-5H-pyrido[2,3-b][1,5]benzodiazepine). RXN SMILES: [C:1]([C:5]1[CH:10]=[CH:9][C:8]([S:11]([N:14]2[C:20]3[C:21]([CH3:25])=[CH:22][CH:23]=[CH:24][C:19]=3[NH:18][C:17]3[N:26]=[C:27]([C:30]([F:33])([F:32])[F:31])[CH:28]=[CH:29][C:16]=3[CH2:15]2)(=[O:13])=[O:12])=[CH:7][CH:6]=1)([CH3:4])([CH3:3])[CH3:2].C1C(=O)N([Br:41])C(=O)C1>ClCCl.C(#N)C>[Br:41][C:22]1[CH:23]=[CH:24][C:19]2[NH:18][C:17]3[N:26]=[C:27]([C:30]([F:32])([F:33])[F:31])[CH:28]=[CH:29][C:16]=3[CH2:15][N:14]([S:11]([C:8]3[CH:7]=[CH:6][C:5]([C:1]([CH3:4])([CH3:2])[CH3:3])=[CH:10][CH:9]=3)(=[O:12])=[O:13])[C:20]=2[C:21]=1[CH3:25]. Procedure: To a solution of the product of Step C (0.95 g, 2 mmol mol) in dichloromethane (5 ml) and acetonitrile (50 ml) was added NBS (0.35 g, 2 mmol mol) in portions at 0° C. After stirring at 5° C. for 12 h, the reaction mixture was concentrated, and the residue was partitioned between dichloromethane and water. The organic layer was separated, washed with water and brine, dried over anhydrous sodium sulfate, filtered and concentrated to afford the title compound. 1H NMR (400 MHz, CDCl3) δ 7.50 (d, J=7... Starting materials: BrC1=CC=CC(=N1)CN(CC(=O)NC1CCCC1)S(=O)(=O)C (N2-[(6-bromopyridin-2-yl)methyl]-N-cyclopentyl-N2-(methylsulfonyl)glycinamide), NC=1SC(=CC1C(=O)N)C1=C(C=C(C=C1F)C(C)(C)O)F (2-amino-5-[2,6-difluoro-4-(1-hydroxy-1-methylethyl)phenyl]thiophene-3-carboxamide). Product: C1(CCCC1)NC(CN(S(=O)(=O)C)CC1=CC=CC(=N1)NC=1SC(=CC1C(=O)N)C1=C(C=C(C=C1F)C(C)(C)O)F)=O (2-[(6-{[[2-(Cyclopentylamino)-2-oxoethyl](methylsulfonyl)amino]methyl}pyridin-2-yl)amino]-5-[2,6-difluoro-4-(1-hydroxy-1-methylethyl)phenyl]thiophene-3-carboxamide). RXN SMILES: Br[C:2]1[N:7]=[C:6]([CH2:8][N:9]([S:19]([CH3:22])(=[O:21])=[O:20])[CH2:10][C:11]([NH:13][CH:14]2[CH2:18][CH2:17][CH2:16][CH2:15]2)=[O:12])[CH:5]=[CH:4][CH:3]=1.[NH2:23][C:24]1[S:25][C:26]([C:32]2[C:37]([F:38])=[CH:36][C:35]([C:39]([OH:42])([CH3:41])[CH3:40])=[CH:34][C:33]=2[F:43])=[CH:27][C:28]=1[C:29]([NH2:31])=[O:30]>>[CH:14]1([NH:13][C:11](=[O:12])[CH2:10][N:9]([CH2:8][C:6]2[N:7]=[C:2]([NH:23][C:24]3[S:25][C:26]([C:32]4[C:33]([F:43])=[CH:34][C:35]([C:39]([OH:42])([CH3:40])[CH3:41])=[CH:36][C:37]=4[F:38])=[CH:27][C:28]=3[C:29]([NH2:31])=[O:30])[CH:3]=[CH:4][CH:5]=2)[S:19]([CH3:22])(=[O:21])=[O:20])[CH2:18][CH2:17][CH2:16][CH2:15]1. Procedure: The title compound was prepared as described in Example 1 using N2-[(6-bromopyridin-2-yl)methyl]-N-cyclopentyl-N2-(methylsulfonyl)glycinamide (0.15 g, 0.38 mmol) and 2-amino-5-[2,6-difluoro-4-(1-hydroxy-1-methylethyl)phenyl]thiophene-3-carboxamide (0.12 g, 0.38 mmol) as the starting materials.